This data is from the Open Reaction Database (ORD), a public repository of structured organic reaction records. The task is: describe an organic reaction: reactants, conditions, products, and yield Reactants: C(C)C=1OC2=C(N1)C(C1=C(C=C2)C=C(C=C1)C)C=1C(NC(N(C1)CC1=CC=C(O1)C(=O)OCC)=O)=O ((±)-5-[[5-(2-Ethyl-7-methyl-4H-benzo[5,6]cyclohepta[1,2-d]oxazol-4-yl)-3,4-dihydro-2,4-dioxo-1(2H)-pyrimidinyl]methyl]-2-furancarboxylic acid, ethyl ester), O.[OH-].[Li+] (lithium hydroxide monohydrate), Cl (hydrochloric acid). Solvent: CO (methanol), O (water). Conditions: time 1.5 hour. Product: C(C)C=1OC2=C(N1)C(C1=C(C=C2)C=C(C=C1)C)C=1C(NC(N(C1)CC1=CC=C(O1)C(=O)O)=O)=O ((±)-5-[[5-(2-Ethyl-7-methyl-4H-benzo[5,6]cyclohepta[1,2-d]oxazol-4-yl)-3,4-dihydro-2,4-dioxo-1(2H)-pyrimidinyl]methyl]-2-furancarboxylic acid). RXN SMILES: [CH2:1]([C:3]1[O:4][C:5]2[CH:12]=[CH:11][C:10]3[CH:13]=[C:14]([CH3:17])[CH:15]=[CH:16][C:9]=3[CH:8]([C:18]3[C:19](=[O:36])[NH:20][C:21](=[O:35])[N:22]([CH2:24][C:25]4[O:29][C:28]([C:30]([O:32]CC)=[O:31])=[CH:27][CH:26]=4)[CH:23]=3)[C:6]=2[N:7]=1)[CH3:2].O.[OH-].[Li+].Cl>CO.O>[CH2:1]([C:3]1[O:4][C:5]2[CH:12]=[CH:11][C:10]3[CH:13]=[C:14]([CH3:17])[CH:15]=[CH:16][C:9]=3[CH:8]([C:18]3[C:19](=[O:36])[NH:20][C:21](=[O:35])[N:22]([CH2:24][C:25]4[O:29][C:28]([C:30]([OH:32])=[O:31])=[CH:27][CH:26]=4)[CH:23]=3)[C:6]=2[N:7]=1)[CH3:2] |f:1.2.3|. Procedure: A mixture of the product of step (viii) (0.26 g) and lithium hydroxide monohydrate (0.063 g) in methanol (4 ml) and water (4 ml) was stirred at room temperature for 1.5 hours. The solution was neutralised by the addition of 2M hydrochloric acid and the solvents were evaporated under reduced pressure. Purification was by preparative HPLC followed by lyophilisation. Starting materials: NC=1C=C(C#N)C=CC1 (3-aminobenzonitrile), C([O-])([O-])=O.[K+].[K+] (potassium carbonate), BrCC1=C(C=C(C(=O)OCC)C=C1)[N+](=O)[O-] (Ethyl 4-bromomethyl-3-nitrobenzoate). The solvent is C(C)#N (acetonitrile). Conditions: temperature 70 celsius, time 3 hour. Yields the product C(#N)C=1C=C(C=CC1)NCC1=C(C=C(C(=O)OCC)C=C1)[N+](=O)[O-] (ethyl 4-[(3-cyanophenylamino)methyl]-3-nitrobenzoate). The yield is 54.9%. Reaction SMILES: Br[CH2:2][C:3]1[CH:13]=[CH:12][C:6]([C:7]([O:9][CH2:10][CH3:11])=[O:8])=[CH:5][C:4]=1[N+:14]([O-:16])=[O:15].[NH2:17][C:18]1[CH:19]=[C:20]([CH:23]=[CH:24][CH:25]=1)[C:21]#[N:22].C(=O)([O-])[O-].[K+].[K+]>C(#N)C>[C:21]([C:20]1[CH:19]=[C:18]([NH:17][CH2:2][C:3]2[CH:13]=[CH:12][C:6]([C:7]([O:9][CH2:10][CH3:11])=[O:8])=[CH:5][C:4]=2[N+:14]([O-:16])=[O:15])[CH:25]=[CH:24][CH:23]=1)#[N:22] |f:2.3.4|. Procedure: Ethyl 4-bromomethyl-3-nitrobenzoate (26.00 g) was dissolved in 90 ml of acetonitrile, then 7.97 g of 3-aminobenzonitrile and 12.44 g of potassium carbonate were added and the mixture was stirred at 70° C. for 3 hours. The reaction solution was cooled to room temperature, and after filtration, the mother liquor was concentrated in vacuo. Ethyl acetate was added to the resulting residue. The mixture was washed with a 1N aqueous solution of hydrochloric acid and a saturated aqueous solution of sodi... Reaction SMILES: [Br:1][CH2:2][C:3](=[O:4])[c:5]1[cH:6][cH:7][cH:8][cH:9][cH:10]1.[CH2:11]1[CH2:12][CH2:13][S:14][CH2:15]1.[CH3:16][C:17](=[O:18])[CH3:19]>>[Br-:1].[CH2:2]([C:3](=[O:4])[c:5]1[cH:6][cH:7][cH:8][cH:9][cH:10]1)[S+:14]1[CH2:13][CH2:12][CH2:11][CH2:15]1. Product: [Br-], O=C(C[S+]1CCCC1)c1ccccc1. Starting materials: O=C(CBr)c1ccccc1, C1CCSC1, CC(C)=O. Reactants: BrC=1C=C(C=2C(=NN(C2C1)C(C)C)C)C(=O)NCC=1C(NC(=CC1C)C)=O (6-bromo-N-((1,2-dihydro-4,6-dimethyl-2-oxopyridin-3-yl)methyl)-1-isopropyl-3-methyl-1H-indazole-4-carboxamide), CN1CCN(CC1)C1=NC=C(C=C1)B1OC(C(O1)(C)C)(C)C (1-methyl-4-(5-(4,4,5,5-tetramethyl-1,3,2-dioxaborolan-2-yl)pyridin-2-yl)piperazine), C([O-])([O-])=O.[Na+].[Na+] (Sodium carbonate). Reagents/catalysts: Cl[Pd]([P](C1=CC=CC=C1)(C2=CC=CC=C2)C3=CC=CC=C3)([P](C4=CC=CC=C4)(C5=CC=CC=C5)C6=CC=CC=C6)Cl (PdCl2(PPh3)2). Solvent: CN(C)C=O (DMF), O (water), C([O-])(O)=O.[Na+] (sodium bicarbonate). Conditions: time 5 minute. The product is CC1=C(C(NC(=C1)C)=O)CNC(=O)C=1C=2C(=NN(C2C=C(C1)C=1C=NC(=CC1)N1CCN(CC1)C)C(C)C)C (N-((1,2-dihydro-4,6-dimethyl-2-oxopyridin-3-yl)methyl)-1-isopropyl-3-methyl-6-(6-(4-methylpiperazin-1-yl)pyridin-3-yl)-1H-indazole-4-carboxamide). RXN SMILES: Br[C:2]1[CH:3]=[C:4]([C:15]([NH:17][CH2:18][C:19]2[C:20](=[O:27])[NH:21][C:22]([CH3:26])=[CH:23][C:24]=2[CH3:25])=[O:16])[C:5]2[C:6]([CH3:14])=[N:7][N:8]([CH:11]([CH3:13])[CH3:12])[C:9]=2[CH:10]=1.[CH3:28][N:29]1[CH2:34][CH2:33][N:32]([C:35]2[CH:40]=[CH:39][C:38](B3OC(C)(C)C(C)(C)O3)=[CH:37][N:36]=2)[CH2:31][CH2:30]1.C(=O)([O-])[O-].[Na+].[Na+]>CN(C=O)C.O.C(=O)(O)[O-].[Na+].Cl[Pd](Cl)([P](C1C=CC=CC=1)(C1C=CC=CC=1)C1C=CC=CC=1)[P](C1C=CC=CC=1)(C1C=CC=CC=1)C1C=CC=CC=1>[CH3:25][C:24]1[CH:23]=[C:22]([CH3:26])[NH:21][C:20](=[O:27])[C:19]=1[CH2:18][NH:17][C:15]([C:4]1[C:5]2[C:6]([CH3:14])=[N:7][N:8]([CH:11]([CH3:13])[CH3:12])[C:9]=2[CH:10]=[C:2]([C:38]2[CH:37]=[N:36][C:35]([N:32]3[CH2:31][CH2:30][N:29]([CH3:28])[CH2:34][CH2:33]3)=[CH:40][CH:39]=2)[CH:3]=1)=[O:16] |f:2.3.4,7.8,^1:69,88|. Procedure: To a stirred solution of 6-bromo-N-((1,2-dihydro-4,6-dimethyl-2-oxopyridin-3-yl)methyl)-1-isopropyl-3-methyl-1H-indazole-4-carboxamide (0.3 g, 0.69 mmol) in DMF (15 mL) was added 1-methyl-4-(5-(4,4,5,5-tetramethyl-1,3,2-dioxaborolan-2-yl)pyridin-2-yl)piperazine (0.25 g, 0.82 mmol) followed by PdCl2(PPh3)2 (0.097 g, 0.13 mmol) and the mixture stirred 5 min. Sodium carbonate (0.184 g, 1.73 mmol) dissolved in water (2 mL) was added and the resulting reaction mixture was stirred at 110° C. for 4 h. ... The reactants are [OH-].[Li+] (Lithium hydroxide), Cl (hydrochloric acid), [OH-].[Li+] (lithium hydroxide), COC1=CC=C(CNC2=NC=NC(=C2C(=O)OCC)N[C@@H](C)C2=NN3C(C(N2C2=CC=CC=C2)=O)=C(C=C3)C)C=C1 ((S)-Ethyl 4-((4-methoxybenzyl)amino)-6-((1-(5-methyl-4-oxo-3-phenyl-3,4-dihydropyrrolo[2,1-f][1,2,4]triazin-2-yl)ethyl)amino)pyrimidine-5-carboxylate). Run in O (water), O (water), C(C)O (ethanol), O (water), O1CCCC1 (tetrahydrofuran). Run at temperature 50 celsius. Yields the product COC1=CC=C(CNC2=NC=NC(=C2C(=O)O)N[C@@H](C)C2=NN3C(C(N2C2=CC=CC=C2)=O)=C(C=C3)C)C=C1 ((S)-4-((4-Methoxybenzyl)amino)-6-((1-(5-methyl-4-oxo-3-phenyl-3,4-dihydropyrrolo[2,1-f][1,2,4]triazin-2-yl)ethyl)amino)pyrimidine-5-carboxylic acid). The yield is 111.9%. Reaction SMILES: [CH3:1][O:2][C:3]1[CH:41]=[CH:40][C:6]([CH2:7][NH:8][C:9]2[C:14]([C:15]([O:17]CC)=[O:16])=[C:13]([NH:20][C@H:21]([C:23]3[N:28]([C:29]4[CH:34]=[CH:33][CH:32]=[CH:31][CH:30]=4)[C:27](=[O:35])[C:26]4=[C:36]([CH3:39])[CH:37]=[CH:38][N:25]4[N:24]=3)[CH3:22])[N:12]=[CH:11][N:10]=2)=[CH:5][CH:4]=1.[OH-].[Li+].Cl>C(O)C.O1CCCC1.O>[CH3:1][O:2][C:3]1[CH:4]=[CH:5][C:6]([CH2:7][NH:8][C:9]2[C:14]([C:15]([OH:17])=[O:16])=[C:13]([NH:20][C@H:21]([C:23]3[N:28]([C:29]4[CH:34]=[CH:33][CH:32]=[CH:31][CH:30]=4)[C:27](=[O:35])[C:26]4=[C:36]([CH3:39])[CH:37]=[CH:38][N:25]4[N:24]=3)[CH3:22])[N:12]=[CH:11][N:10]=2)=[CH:40][CH:41]=1 |f:1.2|. Procedure: (S)-Ethyl 4-((4-methoxybenzyl)amino)-6-((1-(5-methyl-4-oxo-3-phenyl-3,4-dihydropyrrolo[2,1-f][1,2,4]triazin-2-yl)ethyl)amino)pyrimidine-5-carboxylate (281 mg, 0.51 mmol) was dissolved in 2 mL ethanol and 3 mL tetrahydrofuran. Lithium hydroxide (213 mg, 50.8 mmol) in 3 mL water was added and the mixture was heated at 50° C. overnight. Further lithium hydroxide (213 mg, 50.8 mmol) in 3 mL water was added and the reaction mixture heated at 50° C. for 4 h more. The reaction mixture was diluted with ...